This data is from the Open Reaction Database (ORD), a public repository of structured organic reaction records. The task is: describe an organic reaction: reactants, conditions, products, and yield Reactants: COc1ccc(Cn2ncc3c4c(cnc32)CC(NC(=O)OC(C)(C)C)CC4)cc1, CCOCC, ClCCl, O=C(O)C(F)(F)F. The product is COc1ccc(Cn2ncc3c4c(cnc32)CC(N)CC4)cc1. Reaction SMILES: [CH3:1][O:2][c:3]1[cH:4][cH:5][c:6]([CH2:7][n:8]2[n:9][cH:10][c:11]3[c:12]2[n:13][cH:14][c:15]2[c:20]3[CH2:19][CH2:18][CH:17]([NH:21][C:22](=[O:23])[O:24][C:25]([CH3:26])([CH3:27])[CH3:28])[CH2:16]2)[cH:29][cH:30]1.[CH3:41][CH2:42][O:43][CH2:44][CH3:45].[Cl:38][CH2:39][Cl:40].[OH:31][C:32]([C:33]([F:34])([F:35])[F:36])=[O:37]>>[CH3:1][O:2][c:3]1[cH:4][cH:5][c:6]([CH2:7][n:8]2[n:9][cH:10][c:11]3[c:12]2[n:13][cH:14][c:15]2[c:20]3[CH2:19][CH2:18][CH:17]([NH2:21])[CH2:16]2)[cH:29][cH:30]1. Starting materials: COc1ccc(C(=O)O)cc1OC(=O)c1ccccc1, Cc1ccccc1, O=S(Cl)Cl. Yields the product COc1ccc(C(=O)Cl)cc1OC(=O)c1ccccc1. RXN SMILES: [C:1]([c:2]1[cH:3][cH:4][cH:5][cH:6][cH:7]1)(=[O:8])[O:9][c:10]1[cH:11][c:12]([C:13](=[O:14])[OH:15])[cH:16][cH:17][c:18]1[O:19][CH3:20].[CH3:25][c:26]1[cH:27][cH:28][cH:29][cH:30][cH:31]1.[S:21]([Cl:22])([Cl:23])=[O:24]>>[C:1]([c:2]1[cH:3][cH:4][cH:5][cH:6][cH:7]1)(=[O:8])[O:9][c:10]1[cH:11][c:12]([C:13](=[O:14])[Cl:23])[cH:16][cH:17][c:18]1[O:19][CH3:20]. Reaction conditions: time 1.5 hour. RXN SMILES: Cl.[CH3:2][NH:3][O:4][CH3:5].NCCC1C2C(=CC=CC=2)NC=1.[Cl:18][CH2:19][CH2:20][CH2:21][C:22](Cl)=[O:23]>>[Cl:18][CH2:19][CH2:20][CH2:21][C:22]([N:3]([O:4][CH3:5])[CH3:2])=[O:23] |f:0.1|. The product is ClCCCC(=O)N(C)OC (4-Chloro-N-methoxy-N-methylbutyramide). Isolated yield 89.4%. Starting materials: Cl.CNOC (N,O-dimethylhydroxylamine hydrochloride), ClCCCC(=O)Cl (4-chlorobutyryl chloride), NCCC1=CNC2=CC=CC=C12 (tryptamine). Reported procedure: To a solution of 4-chlorobutyryl chloride (10.0 g in 200 mL of dry methylene chloride) was added 10.4 g of N,O-dimethylhydroxylamine hydrochloride. The mixture was stirred under nitrogen and maintained below 25° C. by cooling in an ice bath as necessary while triethylamine 5 (29.1 mL)was added dropwise over about 20 minutes, resulting in precipitation. After 1.5 hours at room temperature, the mixture was concentrated in vacuo. The residue was partitioned between 100 mL of diethyl ether and 100 m... The reactants are C(C)N(C1=CC=C(C=C1)S(=O)(=O)N1C(CCCC1)=O)CC (1-[4-(diethylamino)benzenesulphonyl]-2-piperidinone), COC=1C=CC(=CC1)P2(=S)SP(=S)(S2)C=3C=CC(=CC3)OC (Lawesson reagent). Run in COCCOC (ethylene glycol dimethyl ether). The product is C(C)N(C1=CC=C(C=C1)S(=O)(=O)N1C(CCCC1)=S)CC (1-[4-(diethylamino)benzenesulphonyl]-2-piperidinethione). Reaction SMILES: [CH2:1]([N:3]([CH2:20][CH3:21])[C:4]1[CH:9]=[CH:8][C:7]([S:10]([N:13]2[CH2:18][CH2:17][CH2:16][CH2:15][C:14]2=O)(=[O:12])=[O:11])=[CH:6][CH:5]=1)[CH3:2].COC1C=CC(P2(SP(C3C=CC(OC)=CC=3)(=S)S2)=[S:31])=CC=1>COCCOC>[CH2:1]([N:3]([CH2:20][CH3:21])[C:4]1[CH:9]=[CH:8][C:7]([S:10]([N:13]2[CH2:18][CH2:17][CH2:16][CH2:15][C:14]2=[S:31])(=[O:12])=[O:11])=[CH:6][CH:5]=1)[CH3:2]. Procedure: A suspension comprising 5.5 g of 1-[4-(diethylamino)benzenesulphonyl]-2-piperidinone and 3.74 g of Lawesson reagent in 80 cm3 of ethylene glycol dimethyl ether is heated to reflux for 1 hour. The mixture is allowed to return to room temperature and is then evaporated to dryness. The residue is chromatographed on silica (eluant: ethyl acetate/n-hexane, 1:1) and 4 g of product (m.p. 135°-140° C.) are obtained, which product is purified by 3 successive crystallizations in ethanol. 2 g of expected p... Reactants: CC(C)(C)[O-], CS(C)=O, CC12CCC3C(CCC4=CC(=O)CCC43CO[Si](C)(C)C)C1CCC2=O, [Cl-], [K+], [NH4+]. Product: CC12CCC3C(CC=C4CC(=O)CCC43CO[Si](C)(C)C)C1CCC2=O. Reaction SMILES: [CH3:1][C:2]([CH3:3])([O-:4])[CH3:5].[CH3:35][S:36]([CH3:37])=[O:38].[CH3:7][Si:8]([O:9][CH2:10][C:11]12[CH2:12][CH2:13][C:14](=[O:30])[CH:15]=[C:16]1[CH2:17][CH2:18][CH:19]1[CH:20]3[CH2:21][CH2:22][C:23](=[O:29])[C:24]3([CH3:25])[CH2:26][CH2:27][CH:28]21)([CH3:31])[CH3:32].[Cl-:33].[K+:6].[NH4+:34]>>[CH3:7][Si:8]([O:9][CH2:10][C:11]12[CH2:12][CH2:13][C:14](=[O:30])[CH2:15][C:16]1=[CH:17][CH2:18][CH:19]1[CH:20]3[CH2:21][CH2:22][C:23](=[O:29])[C:24]3([CH3:25])[CH2:26][CH2:27][CH:28]21)([CH3:31])[CH3:32]. Starting materials: CCO, CC=C(CC(O)(CO)C(F)(F)F)c1ccc(C(C)C)cc1OC, C=C(c1ccc(C(C)C)cc1OC)C(C)C(O)(CO)C(F)(F)F. Product: CCC(CC(O)(CO)C(F)(F)F)c1ccc(C(C)C)cc1OC. As a reaction SMILES: [CH3:47][CH2:48][OH:49].[CH:1]([CH3:2])([CH3:3])[c:4]1[cH:5][c:6]([O:22][CH3:23])[c:7]([C:10]([CH2:11][C:12]([CH2:13][OH:14])([C:15]([F:16])([F:17])[F:18])[OH:19])=[CH:20][CH3:21])[cH:8][cH:9]1.[CH:24]([c:25]1[cH:26][cH:27][c:28]([C:29](=[CH2:30])[CH:31]([CH3:32])[C:33]([OH:34])([C:35]([F:36])([F:37])[F:38])[CH2:39][OH:40])[c:41]([O:42][CH3:43])[cH:44]1)([CH3:45])[CH3:46]>>[CH:1]([CH3:2])([CH3:3])[c:4]1[cH:5][c:6]([O:22][CH3:23])[c:7]([CH:10]([CH2:11][C:12]([CH2:13][OH:14])([C:15]([F:16])([F:17])[F:18])[OH:19])[CH2:20][CH3:21])[cH:8][cH:9]1. Reactants: C1(CCC1)CC(=O)OC(C)(C)C (tert-butyl cyclobutylacetate), BrC1=C(C=CC(=C1)CBr)Cl (2-bromo-4-(bromomethyl)-1-chlorobenzene), [Cl-].[NH4+] (ammonium chloride), C(C)(C)NC(C)C (diisopropylamine), C(CCC)[Li] (n-butyllithium). Run in C1CCOC1 (THF), C1CCOC1 (THF), C1CCOC1 (THF). Run at temperature -20 celsius, time 30 minute. Product: BrC=1C=C(C=CC1Cl)CC(C(=O)OC(C)(C)C)C1CCC1 ((+/−)-tert-butyl 3-(3-bromo-4-chlorophenyl)-2-cyclobutylpropanoate). RXN SMILES: C(NC(C)C)(C)C.C([Li])CCC.[CH:13]1([CH2:17][C:18]([O:20][C:21]([CH3:24])([CH3:23])[CH3:22])=[O:19])[CH2:16][CH2:15][CH2:14]1.[Br:25][C:26]1[CH:31]=[C:30]([CH2:32]Br)[CH:29]=[CH:28][C:27]=1[Cl:34].[Cl-].[NH4+]>C1COCC1>[Br:25][C:26]1[CH:31]=[C:30]([CH2:32][CH:17]([CH:13]2[CH2:14][CH2:15][CH2:16]2)[C:18]([O:20][C:21]([CH3:24])([CH3:23])[CH3:22])=[O:19])[CH:29]=[CH:28][C:27]=1[Cl:34] |f:4.5|. Reported procedure: Under argon, 2.9 ml (20.8 mmol) of diisopropylamine were dissolved in 30 ml of dry THF, and the mixture was cooled to −20° C. 8.3 ml (20.8 mmol) of n-butyllithium solution (2.5 M in hexane) were added dropwise, and the resulting mixture was stirred to −20° C. for 30 min and then cooled to −78° C. At this temperature, a solution of 2.60 g (about 15.3 mmol, crude) of tert-butyl cyclobutylacetate in 10 ml of THF was added. After 4 h of stirring at −78° C., a solution of 3.95 g (13.9 mmol) of 2-brom... The reactants are FC(C1=CC=C(C=C1)[C@H]1NCCC2=CC=CC=C12)(F)F ((R)-1-(4-(trifluoromethyl)phenyl)-1,2,3,4-tetrahydroisoquinoline), CN1N=C(C=C1)C(=O)O (1-methyl-1H-pyrazole-3-carboxylic acid), O.ON1N=NC2=C1C=CC=C2 (1-hydroxybenzo-triazole hydrate), C(C)(C)N=C=NC(C)C (N-((isopropylimino)methylene)propan-2-amine). Run in CO (MeOH), CN(C)C=O (DMF). Run at time 16 hour. The product is CN1N=C(CC1)C(=O)N1[C@@H](C2=CC=CC=C2CC1)C1=CC=C(C=C1)C(F)(F)F ((R)-(1-Methyl-4H-pyrazol-3-yl)(1-(4-(trifluoromethyl)phenyl)-3,4-dihydroisoquinolin-2(1H)-yl)methanone). Reaction SMILES: [F:1][C:2]([F:20])([F:19])[C:3]1[CH:8]=[CH:7][C:6]([C@@H:9]2[C:18]3[C:13](=[CH:14][CH:15]=[CH:16][CH:17]=3)[CH2:12][CH2:11][NH:10]2)=[CH:5][CH:4]=1.[CH3:21][N:22]1[CH:26]=[CH:25][C:24]([C:27](O)=[O:28])=[N:23]1.O.ON1C2C=CC=CC=2N=N1.C(N=C=NC(C)C)(C)C>CN(C=O)C.CO>[CH3:21][N:22]1[CH2:26][CH2:25][C:24]([C:27]([N:10]2[CH2:11][CH2:12][C:13]3[C:18](=[CH:17][CH:16]=[CH:15][CH:14]=3)[C@H:9]2[C:6]2[CH:5]=[CH:4][C:3]([C:2]([F:1])([F:19])[F:20])=[CH:8][CH:7]=2)=[O:28])=[N:23]1 |f:2.3|. Reported procedure: A solution of (R)-1-(4-(trifluoromethyl)phenyl)-1,2,3,4-tetrahydroisoquinoline (58 mg, 0.21 mmol, example 30, step 1) in DMF (1 mL) was added 1-methyl-1H-pyrazole-3-carboxylic acid (Fluorochem, 34 mg, 0.27 mmol), 1-hydroxybenzo-triazole hydrate (42 mg, 0.27 mmol), and N-((isopropylimino)methylene)propan-2-amine (66 μL, 0.42 mmol). The resulting mixture was then stirred at RT for 16 h. Then, the mixture was filtered and the filtrate was purified by preparative HPLC to give the target compound. Th... Starting materials: FC(C=1C=C(C=C(C1)F)C1=C(C=C(C(=C1)OC)I)F)F (3′-(difluoromethyl)-2,5′-difluoro-4-iodo-5-methoxy-1,1′-biphenyl), B(OC(C)C)(OC(C)C)OC(C)C (triisopropyl borate), C(CCC)[Li] (n-butyllithium), 2.5m, hexanes, [OH-].[Na+] (NaOH). Run in C1CCOC1 (THF). Reaction conditions: temperature 78 celsius, time 30 minute. The product is FC(C=1C=C(C=C(C1)F)C1=C(C=C(C(=C1)OC)B(O)O)F)F ((3′-(difluoromethyl)-2,5′-difluoro-5-methoxy-[1,1′-biphenyl]-4-yl)boronic acid). The yield is 18.2%. RXN SMILES: [F:1][CH:2]([F:20])[C:3]1[CH:4]=[C:5]([C:10]2[CH:15]=[C:14]([O:16][CH3:17])[C:13](I)=[CH:12][C:11]=2[F:19])[CH:6]=[C:7]([F:9])[CH:8]=1.[B:21](OC(C)C)([O:26]C(C)C)[O:22]C(C)C.C([Li])CCC.[OH-].[Na+]>C1COCC1>[F:1][CH:2]([F:20])[C:3]1[CH:4]=[C:5]([C:10]2[CH:15]=[C:14]([O:16][CH3:17])[C:13]([B:21]([OH:26])[OH:22])=[CH:12][C:11]=2[F:19])[CH:6]=[C:7]([F:9])[CH:8]=1 |f:3.4|. Procedure: A RBF was charged with 3′-(difluoromethyl)-2,5′-difluoro-4-iodo-5-methoxy-1,1′-biphenyl (770 mg, 1.944 mmol), triisopropyl borate (0.580 mL, 2.53 mmol) and THF (9.719 mL). The flask was cooled to 78° C. for 10 min, then n-butyllithium solution, 2.5m in hexanes (1.011 mL, 2.53 mmol) was added drowpise over 1 min. The colorless solution turned green then yellow. After 30 min at 78° C., 2N aq. NaOH (10 mL) was added. The resulting biphasic mixture was stirred for 10 min, and partitioned between wat... Reactants: C(O)([O-])=O.[Na+] (sodium hydrogen carbonate), COC1=CC=C2C=CC(N(C2=C1)CCCC1(CCNCC1)C(=O)OCC)=O (ethyl 4-(3-(7-methoxy-2-oxoquinolin-1(2H)-yl)propyl)piperidine-4-carboxylate), O1C2=C(OCC1)C=C(C=C2)C=O (2,3-dihydrobenzo(b)(1,4)dioxin-6-carbaldehyde), C(C)(=O)O[BH-](OC(C)=O)OC(C)=O.[Na+] (sodium triacetoxyborohydride). Solvent: C(Cl)(Cl)Cl (chloroform), O (water), C(C)(=O)O (acetic acid), ClCCl (dichloromethane). Conditions: time 1 hour. The product is O1CCOC2=C1C=CC(=C2)CN2CCC(CC2)(C(=O)OCC)CCCN2C(C=CC1=CC=C(C=C21)OC)=O (ethyl 1-(2,3-dihydro-1,4-benzodioxin-6-ylmethyl)-4-(3-(7-methoxy-2-oxoquinolin-1(2H)-yl)propyl)piperidine-4-carboxylate). The yield is 89.4%. Reaction SMILES: [CH3:1][O:2][C:3]1[CH:12]=[C:11]2[C:6]([CH:7]=[CH:8][C:9](=[O:27])[N:10]2[CH2:13][CH2:14][CH2:15][C:16]2([C:22]([O:24][CH2:25][CH3:26])=[O:23])[CH2:21][CH2:20][NH:19][CH2:18][CH2:17]2)=[CH:5][CH:4]=1.[O:28]1[CH2:33][CH2:32][O:31][C:30]2[CH:34]=[C:35]([CH:38]=O)[CH:36]=[CH:37][C:29]1=2.C(O[BH-](OC(=O)C)OC(=O)C)(=O)C.[Na+].C(=O)([O-])O.[Na+]>C(Cl)(Cl)Cl.O.C(O)(=O)C.ClCCl>[O:28]1[C:29]2[CH:37]=[CH:36][C:35]([CH2:38][N:19]3[CH2:20][CH2:21][C:16]([CH2:15][CH2:14][CH2:13][N:10]4[C:11]5[C:6](=[CH:5][CH:4]=[C:3]([O:2][CH3:1])[CH:12]=5)[CH:7]=[CH:8][C:9]4=[O:27])([C:22]([O:24][CH2:25][CH3:26])=[O:23])[CH2:17][CH2:18]3)=[CH:34][C:30]=2[O:31][CH2:32][CH2:33]1 |f:2.3,4.5|. Reported procedure: To 2 mL of dichloromethane solution containing 80 mg of ethyl 4-(3-(7-methoxy-2-oxoquinolin-1(2H)-yl)propyl)piperidine-4-carboxylate, 40 mg of 2,3-dihydrobenzo(b)(1,4)dioxin-6-carbaldehyde and 14 μL of acetic acid were added at room temperature, 78 mg of sodium triacetoxyborohydride was added under ice-cooling, and stirred at room temperature for 1 hour. To the reaction mixture, water, chloroform and aqueous saturated sodium hydrogen carbonate solution were added. The organic layer was separated...